Task: describe an organic reaction: reactants, conditions, products, and yield. Dataset: the Open Reaction Database (ORD), a public repository of structured organic reaction records Reactants: O (water), FC1=CC=C(C=C1)[N+](=O)[O-] (1-fluoro-4-nitrobenzene), Cl.C1(=CC=CC=C1)C=1CCNCC1 (1,2,3,6-tetrahydro-4-phenylpyridine hydrochloride), C([O-])([O-])=O.[K+].[K+] (potassium carbonate). Solvent: CS(=O)C (dimethylsulfoxide). Run at temperature 100 celsius, time 1 hour. Yields the product C1(=CC=CC=C1)C=1CCN(CC1)C1=CC=C(C=C1)[N+](=O)[O-] (4-(4-phenyl-3,6-dihydro-2H-pyridin-1-yl)nitrobenzene). Reaction SMILES: F[C:2]1[CH:7]=[CH:6][C:5]([N+:8]([O-:10])=[O:9])=[CH:4][CH:3]=1.Cl.[C:12]1([C:18]2[CH2:19][CH2:20][NH:21][CH2:22][CH:23]=2)[CH:17]=[CH:16][CH:15]=[CH:14][CH:13]=1.C(=O)([O-])[O-].[K+].[K+].O>CS(C)=O>[C:12]1([C:18]2[CH2:23][CH2:22][N:21]([C:2]3[CH:7]=[CH:6][C:5]([N+:8]([O-:10])=[O:9])=[CH:4][CH:3]=3)[CH2:20][CH:19]=2)[CH:17]=[CH:16][CH:15]=[CH:14][CH:13]=1 |f:1.2,3.4.5|. Procedure: A mixture of 1-fluoro-4-nitrobenzene (2.71 ml), 1,2,3,6-tetrahydro-4-phenylpyridine hydrochloride (5 g) and potassium carbonate (8.83 g) in dimethylsulfoxide (50 ml) was stirred for 1 hour at 100° C. The reaction mixture was pulverized with water. The precipitate was collected by filtration, and dried under reduced pressure to give 4-(4-phenyl-3,6-dihydro-2H-pyridin-1-yl)nitrobenzene.